This data is from the Open Reaction Database (ORD), a public repository of structured organic reaction records. The task is: describe an organic reaction: reactants, conditions, products, and yield Reactants: O1C(C1CC=C(C)C)(C)C1C(CCC(C1OC)O)(O)CSC (2-(1,2-epoxy-1,5-dimethyl-4-hexenyl)-3-methoxy-1-methylthiomethyl-1,4-cyclohexanediol), ClC1=CC=C(CBr)C=C1 (4-chlorobenzyl bromide). Yields the product [Br-].ClC1=CC=C(CC[SH+]CC2(C(C(C(CC2)O)OC)C2(C(CC=C(C)C)O2)C)O)C=C1 (1-(4-chlorobenzyl)methylsulfoniomethyl-2-(1,2-epoxy-1,5-dimethyl-4-hexenyl)-3-methoxy-1,4-cyclohexanediol bromide). The yield is 70.3%. RXN SMILES: [O:1]1[CH:3]([CH2:4][CH:5]=[C:6]([CH3:8])[CH3:7])[C:2]1([CH:10]1[CH:15]([O:16][CH3:17])[CH:14]([OH:18])[CH2:13][CH2:12][C:11]1([CH2:20][S:21][CH3:22])[OH:19])[CH3:9].[Cl:23][C:24]1[CH:31]=[CH:30][C:27]([CH2:28][Br:29])=[CH:26][CH:25]=1>>[Br-:29].[Cl:23][C:24]1[CH:31]=[CH:30][C:27]([CH2:28][CH2:22][SH+:21][CH2:20][C:11]2([OH:19])[CH2:12][CH2:13][CH:14]([OH:18])[CH:15]([O:16][CH3:17])[CH:10]2[C:2]2([CH3:9])[O:1][CH:3]2[CH2:4][CH:5]=[C:6]([CH3:7])[CH3:8])=[CH:26][CH:25]=1 |f:2.3|. Procedure details: As in Example 54, 2-(1,2-epoxy-1,5-dimethyl-4-hexenyl)-3-methoxy-1-methylthiomethyl-1,4-cyclohexanediol (200 mg) was allowed to react with 4-chlorobenzyl bromide (1.24 g) to give 1-(4-chlorobenzyl)methylsulfoniomethyl-2-(1,2-epoxy-1,5-dimethyl-4-hexenyl)-3-methoxy-1,4-cyclohexanediol bromide (228 mg: yield 70%) as colorless powder.